From a dataset of the Open Reaction Database (ORD), a public repository of structured organic reaction records. describe an organic reaction: reactants, conditions, products, and yield Starting materials: CC(=O)O[BH-](OC(C)=O)OC(C)=O, CC(=O)O, O=CCCc1ccc(Cl)cc1, ClCCl, Cc1oc(-c2ccc(F)cc2)nc1CC(=O)NCC1CNCCO1, [Na+]. The product is Cc1oc(-c2ccc(F)cc2)nc1CC(=O)NCC1CN(CCCc2ccc(Cl)cc2)CCO1. Reaction SMILES: [C:40]([O:41][BH-:42]([O:43][C:44](=[O:45])[CH3:46])[O:47][C:48](=[O:49])[CH3:50])(=[O:51])[CH3:52].[CH3:36][C:37](=[O:38])[OH:39].[Cl:25][c:26]1[cH:27][cH:28][c:29]([CH2:32][CH2:33][CH:34]=[O:35])[cH:30][cH:31]1.[Cl:54][CH2:55][Cl:56].[F:1][c:2]1[cH:3][cH:4][c:5](-[c:8]2[o:9][c:10]([CH3:24])[c:11]([CH2:13][C:14](=[O:15])[NH:16][CH2:17][CH:18]3[O:19][CH2:20][CH2:21][NH:22][CH2:23]3)[n:12]2)[cH:6][cH:7]1.[Na+:53]>>[F:1][c:2]1[cH:3][cH:4][c:5](-[c:8]2[o:9][c:10]([CH3:24])[c:11]([CH2:13][C:14](=[O:15])[NH:16][CH2:17][CH:18]3[O:19][CH2:20][CH2:21][N:22]([CH2:34][CH2:33][CH2:32][c:29]4[cH:28][cH:27][c:26]([Cl:25])[cH:31][cH:30]4)[CH2:23]3)[n:12]2)[cH:6][cH:7]1. The reactants are Cl.CCCC[C@@H](C(CNCC(C)C)=O)NC(OC(C)(C)C)=O ((S)-[4-Methyl-1-[[(2-methylpropyl)amino]acetyl]butyl]carbamic acid, 1,1-dimethylethyl ester, hydrochloride), C(C)(=O)O (acetic acid). The solvent is Cl (hydrogen chloride). Conditions: time 20 minute. Yields the product Cl.Cl.N[C@H](C(CNCC(C)C)=O)CC(C)C ((S)-3-Amino-5-methyl-1-[(2-methylpropyl)amino]-2-hexanone, dihydrochloride). Reaction SMILES: [ClH:1].C[CH2:3][CH2:4][CH2:5][C@H:6]([NH:15]C(=O)OC(C)(C)C)[C:7](=[O:14])[CH2:8][NH:9][CH2:10][CH:11]([CH3:13])[CH3:12].[C:23](O)(=O)C>Cl>[ClH:1].[ClH:1].[NH2:15][C@@H:6]([CH2:5][CH:4]([CH3:3])[CH3:23])[C:7](=[O:14])[CH2:8][NH:9][CH2:10][CH:11]([CH3:12])[CH3:13] |f:0.1,4.5.6|. Procedure: (S)-[4-Methyl-1-[[(2-methylpropyl)amino]acetyl]butyl]carbamic acid, 1,1-dimethylethyl ester, hydrochloride (0.66 g, 1.95 mmol) was dissolved in a solution of hydrogen chloride in acetic acid (1.5N, 7 ml) and allowed to stand at room temperature for 20 minutes. It was evaporated in vacuo and then re-evaporated from benzene. The residue was crystallized from isopropanol yielding 240 mg of the title compound, melting point 148°-150° C. Reactants: CN(C)C=O, Clc1ccc2ncnn2n1, [H-], [Na+], O, CC(C)(CO)CS(N)(=O)=O. Yields the product CC(C)(COc1ccc2ncnn2n1)CS(N)(=O)=O. Reaction SMILES: [CH3:24][N:25]([CH3:26])[CH:27]=[O:28].[Cl:13][c:14]1[cH:15][cH:16][c:17]2[n:18]([n:19]1)[n:20][cH:21][n:22]2.[H-:1].[Na+:2].[OH2:23].[OH:3][CH2:4][C:5]([CH2:6][S:7](=[O:8])(=[O:9])[NH2:10])([CH3:11])[CH3:12]>>[O:3]([CH2:4][C:5]([CH2:6][S:7](=[O:8])(=[O:9])[NH2:10])([CH3:11])[CH3:12])[c:14]1[cH:15][cH:16][c:17]2[n:18]([n:19]1)[n:20][cH:21][n:22]2. Starting materials: C=O (paraformaldehyde), C(O)CN (ethanolamine), C(C)(C)OP(OC(C)C)OC(C)C (triisopropylphosphite). Solvent: C(C)(C)O (isopropanol). Yields the product OCCNCP(O)(O)=O (N-(2-Hydroxyethyl)aminomethylphosphonic acid). The yield is 78.0%. Reaction SMILES: [CH2:1]=O.[CH2:3]([CH2:5][NH2:6])[OH:4].C([O:10][P:11]([O:16]C(C)C)[O:12]C(C)C)(C)C>C(O)(C)C>[OH:4][CH2:3][CH2:5][NH:6][CH2:1][P:11](=[O:16])([OH:12])[OH:10]. Procedure details: A solution of paraformaldehyde (4.0 g, 0.122 mole), ethanolamine (12 g, 0.2 mole), triisopropylphosphite (20.9 g, 0.1 mole) and 50 mL of isopropanol was stirred at 90° C. for 16 hours. The isopropanol was removed under vacuum and 50 mL of conc. HCl was added in one portion. The solution was heated at reflux for 6 hours after which time it was assayed by 31P-NMR. N-(2-Hydroxyethyl)aminomethylphosphonic acid was obtained in 78% yield. The reactants are CC1=C(C=CC=C1)OC (2-methylanisole), BrN1C(CCC1=O)=O (N-bromosuccinimide). Reagents/catalysts: C(C1=CC=CC=C1)(=O)OOC(C1=CC=CC=C1)=O (dibenzoyl peroxide). Run in C(Cl)(Cl)(Cl)Cl (carbon tetrachloride). Product: BrC1=CC(=C(C=C1)OC)C (4-bromo-2-methylanisole). The yield is 47.1%. RXN SMILES: [CH3:1][C:2]1[CH:7]=[CH:6][CH:5]=[CH:4][C:3]=1[O:8][CH3:9].[Br:10]N1C(=O)CCC1=O>C(Cl)(Cl)(Cl)Cl.C(OOC(=O)C1C=CC=CC=1)(=O)C1C=CC=CC=1>[Br:10][C:6]1[CH:5]=[CH:4][C:3]([O:8][CH3:9])=[C:2]([CH3:1])[CH:7]=1. Procedure details: A solution of 24 g of 2-methylanisole, 35 g of N-bromosuccinimide and 1.24 g of dibenzoyl peroxide in 150 ml of carbon tetrachloride was heated to boiling under reflux for 12 hours. After cooling the solution was filtered and the filtrate is evaporated. The residue was recrystallized from hexane. There were obtained 18.6 g (47%) of 4-bromo-2-methylanisole as a colorless solid; m.p. 66°-68°.